The task is: describe an organic reaction: reactants, conditions, products, and yield. This data is from the Open Reaction Database (ORD), a public repository of structured organic reaction records. The reactants are CN(C)C=S, Cc1ccccc1, c1ccc(C(c2ccccc2)C2CCNCC2)cc1. The product is S=CN1CCC(C(c2ccccc2)c2ccccc2)CC1. As a reaction SMILES: [CH3:20][N:21]([CH:22]=[S:23])[CH3:24].[CH3:25][c:26]1[cH:27][cH:28][cH:29][cH:30][cH:31]1.[c:1]1([CH:7]([CH:8]2[CH2:9][CH2:10][NH:11][CH2:12][CH2:13]2)[c:14]2[cH:15][cH:16][cH:17][cH:18][cH:19]2)[cH:2][cH:3][cH:4][cH:5][cH:6]1>>[c:1]1([CH:7]([CH:8]2[CH2:9][CH2:10][N:11]([CH:22]=[S:23])[CH2:12][CH2:13]2)[c:14]2[cH:15][cH:16][cH:17][cH:18][cH:19]2)[cH:2][cH:3][cH:4][cH:5][cH:6]1. The reactants are C1=C(C=CC2=CC=CC=C12)CC=1OC(=C(C1C(=O)C1=CC(=C(C(=C1)C(C)C)O)C(C)C)C)C ((2-naphthalen-2-ylmethyl-4,5-dimethyl-furan-3-yl)-(3,5-diisopropyl-4-hydroxy-phenyl)-methanone), ClS(=O)(=O)C1=CC(=C(C(=O)O)C=C1)O (4-chlorosulphonyl-2-hydroxybenzoic acid). Product: CC=1C(=C(OC1C)CC1=CC2=CC=CC=C2C=C1)C(=O)C1=CC(=C(OS(=O)(=O)C2=CC(=C(C(=O)O)C=C2)O)C(=C1)C(C)C)C(C)C (4-[4-(4,5-Dimethyl-2-naphthalen-2-ylmethyl-furan-3-carbonyl)-2,6-diisopropyl-phenoxysulfonyl]-2-hydroxy-benzoic acid). Isolated yield 55.0%. Reaction SMILES: [CH:1]1[C:10]2[C:5](=[CH:6][CH:7]=[CH:8][CH:9]=2)[CH:4]=[CH:3][C:2]=1[CH2:11][C:12]1[O:13][C:14]([CH3:33])=[C:15]([CH3:32])[C:16]=1[C:17]([C:19]1[CH:24]=[C:23]([CH:25]([CH3:27])[CH3:26])[C:22]([OH:28])=[C:21]([CH:29]([CH3:31])[CH3:30])[CH:20]=1)=[O:18].Cl[S:35]([C:38]1[CH:46]=[CH:45][C:41]([C:42]([OH:44])=[O:43])=[C:40]([OH:47])[CH:39]=1)(=[O:37])=[O:36]>>[CH3:32][C:15]1[C:16]([C:17]([C:19]2[CH:20]=[C:21]([CH:29]([CH3:31])[CH3:30])[C:22]([O:28][S:35]([C:38]3[CH:46]=[CH:45][C:41]([C:42]([OH:44])=[O:43])=[C:40]([OH:47])[CH:39]=3)(=[O:37])=[O:36])=[C:23]([CH:25]([CH3:26])[CH3:27])[CH:24]=2)=[O:18])=[C:12]([CH2:11][C:2]2[CH:3]=[CH:4][C:5]3[C:10](=[CH:9][CH:8]=[CH:7][CH:6]=3)[CH:1]=2)[O:13][C:14]=1[CH3:33]. Procedure details: The title compound was prepared according to the procedure in Example 4 using (2-naphthalen-2-ylmethyl-4,5-dimethyl-furan-3-yl)-(3,5-diisopropyl-4-hydroxy-phenyl)-methanone (0.300 g, 0.681 mmol) and 4-chlorosulphonyl-2-hydroxybenzoic acid (0.209 g, 0.885 mmol). Purification on Dynamax C18 (80% CH3CN/H2O) gave 0.240 g (55%) of the title compound as a yellow solid, mp 130-135° C. 1H NMR (DMSO-d6) δ1.03 (d, 12H), 1.83 (s, 3H), 2.20 (s, 3H), 3.09 (septet, 2H), 4.01 (s, 2H), 7.18 (d, 1H), 7.43-7.48 (... The reactants are C1CCOC1, CN(C)CCCNC(=O)c1cccc(-c2ccc(CSCCOc3ccccc3)cc2)c1, CN(C)CCCCN, O=C(O)c1ccccc1-c1cccc(CSCCOc2ccccc2)c1. The product is CN(C)CCCCNC(=O)c1ccccc1-c1cccc(CSCCOc2ccccc2)c1. Reaction SMILES: [CH2:67]1[O:68][CH2:69][CH2:70][CH2:71]1.[CH3:1][N:2]([CH3:3])[CH2:4][CH2:5][CH2:6][NH:7][C:8]([c:9]1[cH:10][c:11](-[c:12]2[cH:13][cH:14][c:15]([CH2:16][S:17][CH2:18][CH2:19][O:20][c:21]3[cH:22][cH:23][cH:24][cH:25][cH:26]3)[cH:27][cH:28]2)[cH:29][cH:30][cH:31]1)=[O:32].[CH3:59][N:60]([CH2:61][CH2:62][CH2:63][CH2:64][NH2:65])[CH3:66].[O:33]([c:34]1[cH:35][cH:36][cH:37][cH:38][cH:39]1)[CH2:40][CH2:41][S:42][CH2:43][c:44]1[cH:45][c:46](-[c:50]2[c:51]([C:56](=[O:57])[OH:58])[cH:52][cH:53][cH:54][cH:55]2)[cH:47][cH:48][cH:49]1>>[O:33]([c:34]1[cH:35][cH:36][cH:37][cH:38][cH:39]1)[CH2:40][CH2:41][S:42][CH2:43][c:44]1[cH:45][c:46](-[c:50]2[c:51]([C:56](=[O:58])[NH:65][CH2:64][CH2:63][CH2:62][CH2:61][N:60]([CH3:59])[CH3:66])[cH:52][cH:53][cH:54][cH:55]2)[cH:47][cH:48][cH:49]1. Starting materials: Cc1ccc(Br)cc1, Br, N#C[K]. Product: N#CCc1ccc(Br)cc1. RXN SMILES: [Br:1][c:2]1[cH:3][cH:4][c:5]([CH3:8])[cH:6][cH:7]1.[Br:9].[K:10][C:11]#[N:12]>>[Br:1][c:2]1[cH:3][cH:4][c:5]([CH2:8][C:11]#[N:12])[cH:6][cH:7]1. The product is NC1=CC=CC(=N1)C1=C(C(=C(C=2C(COC21)C2=CC=C(C=C2)C(C)C)C)NC(CC(C)(C)C)=O)C (N-(7-(6-Aminopyridin-2-yl)-3-(4-isopropylphenyl)-4,6-dimethyl-2,3-dihydro-1-benzofuran-5-yl)-3,3-dimethylbutanamide). Starting materials: CC(CC(=O)NC=1C(=C(C2=C(C(CO2)C2=CC=C(C=C2)C(C)C)C1C)B(O)O)C)(C)C ((5-((3,3-dimethylbutanoyl)amino)-3-(4-isopropylphenyl)-4,6-dimethyl-2,3-dihydro-1-benzofuran-7-yl)boronic acid), NC1=NC(=CC=C1)Br (2-amino-6-bromopyridine). As a reaction SMILES: [CH3:1][C:2]([CH3:31])([CH3:30])[CH2:3][C:4]([NH:6][C:7]1[C:8]([CH3:29])=[C:9](B(O)O)[C:10]2[O:14][CH2:13][CH:12]([C:15]3[CH:20]=[CH:19][C:18]([CH:21]([CH3:23])[CH3:22])=[CH:17][CH:16]=3)[C:11]=2[C:24]=1[CH3:25])=[O:5].[NH2:32][C:33]1[CH:38]=[CH:37][CH:36]=[C:35](Br)[N:34]=1>>[NH2:32][C:33]1[N:34]=[C:35]([C:9]2[C:10]3[O:14][CH2:13][CH:12]([C:15]4[CH:20]=[CH:19][C:18]([CH:21]([CH3:23])[CH3:22])=[CH:17][CH:16]=4)[C:11]=3[C:24]([CH3:25])=[C:7]([NH:6][C:4](=[O:5])[CH2:3][C:2]([CH3:1])([CH3:31])[CH3:30])[C:8]=2[CH3:29])[CH:36]=[CH:37][CH:38]=1. Yield: 68.0%. Reported procedure: Using (5-((3,3-dimethylbutanoyl)amino)-3-(4-isopropylphenyl)-4,6-dimethyl-2,3-dihydro-1-benzofuran-7-yl)boronic acid obtained in Example 116 and 2-amino-6-bromopyridine, the title compound was obtained in the same manner as in Example 107. Yield: 68%. Melting point: 237-239° C. (ethyl acetate-hexane). Reactants: ICl (ICl), COC1=CC=C(CN2C(CCC=C2)=O)C=C1 (1-(4-methoxybenzyl)-3,4-dihydropyridin-2(1H)-one), [O-]S(=O)(=S)[O-].[Na+].[Na+] (Na2S2O3). The solvent is CO (MeOH). Reaction conditions: temperature -78 celsius, time 1 hour. Product: IC=1CCC(N(C1)CC1=CC=C(C=C1)OC)=O (5-iodo-1-(4-methoxybenzyl)-3,4-dihydropyridin-2(1H)-one). Reaction SMILES: [CH3:1][O:2][C:3]1[CH:16]=[CH:15][C:6]([CH2:7][N:8]2[CH:13]=[CH:12][CH2:11][CH2:10][C:9]2=[O:14])=[CH:5][CH:4]=1.[I:17]Cl.[O-]S([O-])(=S)=O.[Na+].[Na+]>CO>[I:17][C:12]1[CH2:11][CH2:10][C:9](=[O:14])[N:8]([CH2:7][C:6]2[CH:5]=[CH:4][C:3]([O:2][CH3:1])=[CH:16][CH:15]=2)[CH:13]=1 |f:2.3.4|. Reported procedure: 1-(4-methoxybenzyl)-3,4-dihydropyridin-2(1H)-one (2 g, 9.21 mmol) was dissolved in MeOH (90 mL) and cooled to −78° C. ICl (13.81 ml, 13.81 mmol) was added slowly and the mixture agitated for 1 h and then Sat′d Na2S2O3 was added and the mixture was agitated until room temperature was observed. The solvent was evaporated in vacuo. The residue was dissolved in DCM and washed with Sat′d Na2S2O3 and then with water and dried (MgSO4), filtered and concentrated in vacuo. The residue was dissolved in to...